This data is from the Open Reaction Database (ORD), a public repository of structured organic reaction records. The task is: describe an organic reaction: reactants, conditions, products, and yield The reactants are C1CCOC1, CC(C)=O, Nc1n[nH]c2nc(Oc3ccc(F)cc3F)ncc12. The product is CC(C)Nc1n[nH]c2nc(Oc3ccc(F)cc3F)ncc12. RXN SMILES: [CH2:24]1[O:25][CH2:26][CH2:27][CH2:28]1.[CH3:20][C:21]([CH3:22])=[O:23].[F:1][c:2]1[c:3]([O:4][c:5]2[n:6][cH:7][c:8]3[c:9]([n:10]2)[nH:11][n:12][c:13]3[NH2:14])[cH:15][cH:16][c:17]([F:19])[cH:18]1>>[F:1][c:2]1[c:3]([O:4][c:5]2[n:6][cH:7][c:8]3[c:9]([n:10]2)[nH:11][n:12][c:13]3[NH:14][CH:21]([CH3:20])[CH3:22])[cH:15][cH:16][c:17]([F:19])[cH:18]1. Reactants: ClC=1C=C(C(=O)OCC)C=CC1OCC=1N=C(OC1C)C=1OC=CC1 (ethyl 3-chloro-4-{[2-(2-furyl)-5-methyl-1,3-oxazol-4-yl]methoxy}benzoate), [H-].[Al+3].[Li+].[H-].[H-].[H-] (lithium aluminum hydride), O.O.O.O.O.O.O.O.O.O.S(=O)(=O)([O-])[O-].[Na+].[Na+] (Sodium sulfate decahydrate). Solvent: C(C)(=O)OCC (ethyl acetate), O1CCCC1 (tetrahydrofuran). Conditions: time 1 hour. Yields the product ClC=1C=C(C=CC1OCC=1N=C(OC1C)C=1OC=CC1)CO ((3-chloro-4-{[2-(2-furyl)-5-methyl-1,3-oxazol-4-yl]methoxy}phenyl)methanol). The yield is 91.5%. As a reaction SMILES: [Cl:1][C:2]1[CH:3]=[C:4]([CH:10]=[CH:11][C:12]=1[O:13][CH2:14][C:15]1[N:16]=[C:17]([C:21]2[O:22][CH:23]=[CH:24][CH:25]=2)[O:18][C:19]=1[CH3:20])[C:5](OCC)=[O:6].[H-].[Al+3].[Li+].[H-].[H-].[H-].O.O.O.O.O.O.O.O.O.O.S([O-])([O-])(=O)=O.[Na+].[Na+]>O1CCCC1.C(OCC)(=O)C>[Cl:1][C:2]1[CH:3]=[C:4]([CH2:5][OH:6])[CH:10]=[CH:11][C:12]=1[O:13][CH2:14][C:15]1[N:16]=[C:17]([C:21]2[O:22][CH:23]=[CH:24][CH:25]=2)[O:18][C:19]=1[CH3:20] |f:1.2.3.4.5.6,7.8.9.10.11.12.13.14.15.16.17.18.19|. Reported procedure: To a solution of ethyl 3-chloro-4-{[2-(2-furyl)-5-methyl-1,3-oxazol-4-yl]methoxy}benzoate (9.50 g) in tetrahydrofuran (200 mL) was added lithium aluminum hydride (1.00 g) at 0° C. and the mixture was stirred at room temperature for 1 hr. Sodium sulfate decahydrate (8.47 g) was added to the reaction mixture, and the mixture was stirred at room temperature for 30 min. The reaction mixture was diluted with ethyl acetate and the precipitate was filtered off. The filtrate was concentrated to give (3-... Starting materials: C=CCCCCCCCBr, O=C1NC(=O)c2ccccc21, CS(C)=O, [K], O. The product is C=CCCCCCCCN1C(=O)c2ccccc2C1=O. As a reaction SMILES: [Br:1][CH2:2][CH2:3][CH2:4][CH2:5][CH2:6][CH2:7][CH2:8][CH:9]=[CH2:10].[C:11]1(=[O:21])[c:12]2[c:13]([cH:17][cH:18][cH:19][cH:20]2)[C:14](=[O:16])[NH:15]1.[CH3:24][S:25](=[O:26])[CH3:27].[K:22].[OH2:23]>>[CH2:2]([CH2:3][CH2:4][CH2:5][CH2:6][CH2:7][CH2:8][CH:9]=[CH2:10])[N:15]1[C:11](=[O:21])[c:12]2[c:13]([cH:17][cH:18][cH:19][cH:20]2)[C:14]1=[O:16]. Reaction SMILES: [C:1]1([C:7](=O)[CH:8]([C:21]2[CH:26]=[CH:25][CH:24]=[CH:23][CH:22]=2)[CH2:9][C:10]([C:12]2[CH:17]=[CH:16][C:15]([O:18][CH3:19])=[C:14]([F:20])[CH:13]=2)=O)[CH:6]=[CH:5][CH:4]=[CH:3][CH:2]=1.P12(SP3(SP(SP(S3)(S1)=S)(=S)S2)=S)=[S:29].S.[OH-].[Na+]>O.C(O)C.C1(C)C(C)=CC=CC=1>[C:1]1([C:7]2[S:29][C:10]([C:12]3[CH:17]=[CH:16][C:15]([O:18][CH3:19])=[C:14]([F:20])[CH:13]=3)=[CH:9][C:8]=2[C:21]2[CH:26]=[CH:25][CH:24]=[CH:23][CH:22]=2)[CH:6]=[CH:5][CH:4]=[CH:3][CH:2]=1 |f:3.4|. Solvent: C=1(C(=CC=CC1)C)C (xylene), C(C)O (ethanol), O (water). Product: C1(=CC=CC=C1)C=1SC(=CC1C1=CC=CC=C1)C1=CC(=C(C=C1)OC)F (2,3-Diphenyl-5-(3-fluoro-4-methoxyphenyl)thiophene). Procedure details: In a 1-liter autoclave were place 30 g (82.8 mmoles) of 1,2-diphenyl-4-(3-fluoro-4-methoxyphenyl)butane-1,4-dione, 100 ml of xylene, 18.4 g (41.4 mmoles) of phosphorus pentasulfide and 130 g of hydrogen sulfide. The vessel was heated 205 minutes at 155°-163` C. (1145-1235 psig.). The reactor was cooled and the hydrogen sulfide vented into a solution of 200 g of sodium hydroxide in 2 l of water. The semisolid residue was stirred with 150 ml of absolute ethanol. Filtration gave a first crop of 14.... Reactants: C1(=CC=CC=C1)C(C(CC(=O)C1=CC(=C(C=C1)OC)F)C1=CC=CC=C1)=O (1,2-diphenyl-4-(3-fluoro-4-methoxyphenyl)butane-1,4-dione), [OH-].[Na+] (sodium hydroxide), S (hydrogen sulfide), P12(=S)SP3(=S)SP(=S)(S1)SP(=S)(S2)S3 (phosphorus pentasulfide), S (hydrogen sulfide). Reactants: O=C([O-])[O-], CCCCCc1c(-c2ccc3cc(O)ccc3c2)n(Cc2ccccc2)c2ccccc12, CC(C)=O, Cc1ccccc1, CO, ClCc1nnn[nH]1, Cl, [Cs+], [Cs+], [Na+], [OH-], Cc1ccc(S(=O)(=O)[O-])cc1, c1cc[nH+]cc1. Product: CCCCCc1c(-c2ccc3cc(OCc4nnn[nH]4)ccc3c2)n(Cc2ccccc2)c2ccccc12. Reaction SMILES: [C:57](=[O:58])([O-:59])[O-:60].[CH2:25]([c:26]1[cH:27][cH:28][cH:29][cH:30][cH:31]1)[n:32]1[c:33](-[c:46]2[cH:47][c:48]3[cH:49][cH:50][c:51]([OH:56])[cH:52][c:53]3[cH:54][cH:55]2)[c:34]([CH2:41][CH2:42][CH2:43][CH2:44][CH3:45])[c:35]2[cH:36][cH:37][cH:38][cH:39][c:40]12.[CH3:66][C:67](=[O:68])[CH3:69].[CH3:70][c:71]1[cH:72][cH:73][cH:74][cH:75][cH:76]1.[CH3:77][OH:78].[Cl:18][CH2:19][c:20]1[n:21][n:22][n:23][nH:24]1.[ClH:63].[Cs+:61].[Cs+:62].[Na+:65].[OH-:64].[c:1]1([CH3:2])[cH:3][cH:4][c:5]([S:6]([O-:7])(=[O:8])=[O:9])[cH:10][cH:11]1.[nH+:12]1[cH:13][cH:14][cH:15][cH:16][cH:17]1>>[CH2:19]([c:20]1[n:21][n:22][n:23][nH:24]1)[O:56][c:51]1[cH:50][cH:49][c:48]2[cH:47][c:46](-[c:33]3[n:32]([CH2:25][c:26]4[cH:27][cH:28][cH:29][cH:30][cH:31]4)[c:40]4[c:35]([c:34]3[CH2:41][CH2:42][CH2:43][CH2:44][CH3:45])[cH:36][cH:37][cH:38][cH:39]4)[cH:55][cH:54][c:53]2[cH:52]1. The reactants are C(C)(=O)OCCOC1=NN(C(=C1C1=CC=C(C=C1)C)N(S(=O)(=O)C1=CC=C(C=C1)C(C)(C)C)S(=O)(=O)C1=CC=C(C=C1)C(C)(C)C)CC1=CC=CC=C1 (2-{[1-benzyl-5-(bis{[4-(tert-butyl)phenyl]sulfonyl)amino)-4-(4-methylphenyl)-1H-pyrazol-3-yl]oxy}ethyl acetate), [OH-].[Na+] (sodium hydroxide). The solvent is C(C)O (ethanol). Run at time 8 hour. Yields the product C(C1=CC=CC=C1)N1N=C(C(=C1NS(=O)(=O)C1=CC=C(C=C1)C(C)(C)C)C1=CC=C(C=C1)C)OCCO (N-[1-benzyl-3-(2-hydroxyethoxy)-4-(4-methylphenyl)-1H-pyrazol-5-yl]-4-(tert-butyl)benzenesulfonamide). Yield: 36.1%. Reaction SMILES: C([O:4][CH2:5][CH2:6][O:7][C:8]1[C:12]([C:13]2[CH:18]=[CH:17][C:16]([CH3:19])=[CH:15][CH:14]=2)=[C:11]([N:20](S(C2C=CC(C(C)(C)C)=CC=2)(=O)=O)[S:21]([C:24]2[CH:29]=[CH:28][C:27]([C:30]([CH3:33])([CH3:32])[CH3:31])=[CH:26][CH:25]=2)(=[O:23])=[O:22])[N:10]([CH2:47][C:48]2[CH:53]=[CH:52][CH:51]=[CH:50][CH:49]=2)[N:9]=1)(=O)C.[OH-].[Na+]>C(O)C>[CH2:47]([N:10]1[C:11]([NH:20][S:21]([C:24]2[CH:29]=[CH:28][C:27]([C:30]([CH3:33])([CH3:32])[CH3:31])=[CH:26][CH:25]=2)(=[O:23])=[O:22])=[C:12]([C:13]2[CH:18]=[CH:17][C:16]([CH3:19])=[CH:15][CH:14]=2)[C:8]([O:7][CH2:6][CH2:5][OH:4])=[N:9]1)[C:48]1[CH:53]=[CH:52][CH:51]=[CH:50][CH:49]=1 |f:1.2|. Procedure: To a stirring solution of 2-{[1-benzyl-5-(bis{[4-(tert-butyl)phenyl]sulfonyl)amino)-4-(4-methylphenyl)-1H-pyrazol-3-yl]oxy}ethyl acetate (Preparation 40) (1.01 g) in ethanol (20 ml) was slowly added sodium hydroxide solution (2M, 2 ml). The reaction mixture was left stirring at room temperature overnight. The solvent was removed in vacuo and the residue was taken up in ethyl acetate (30 ml) and washed with water (15 ml) followed by brine (15 ml). It was then dried (MgSO4) and the solvent removed... The reactants are NC1=C(C=C(C=C1)N1CCN(CC1)C(C1=CC(=C(C=C1)OC)OC)=O)CCC(=O)O (3-{2-Amino-5-[4-(3,4-dimethoxybenzoyl)-1-piperazinyl]phenyl}propionic acid), C(Cl)(Cl)Cl (chloroform), Cl (hydrochloric acid). The solvent is CO (methanol). Reaction conditions: time 1 hour. Product: COC=1C=C(C(=O)N2CCN(CC2)C=2C=C3CCC(NC3=CC2)=O)C=CC1OC (6-[4-(3,4-dimethoxybenzoyl)-1-piperazinyl]-3,4-dihydrocarbostyril). Yield: 52.3%. As a reaction SMILES: [NH2:1][C:2]1[CH:7]=[CH:6][C:5]([N:8]2[CH2:13][CH2:12][N:11]([C:14](=[O:25])[C:15]3[CH:20]=[CH:19][C:18]([O:21][CH3:22])=[C:17]([O:23][CH3:24])[CH:16]=3)[CH2:10][CH2:9]2)=[CH:4][C:3]=1[CH2:26][CH2:27][C:28](O)=[O:29].C(Cl)(Cl)Cl.Cl>CO>[CH3:24][O:23][C:17]1[CH:16]=[C:15]([CH:20]=[CH:19][C:18]=1[O:21][CH3:22])[C:14]([N:11]1[CH2:12][CH2:13][N:8]([C:5]2[CH:4]=[C:3]3[C:2](=[CH:7][CH:6]=2)[NH:1][C:28](=[O:29])[CH2:27][CH2:26]3)[CH2:9][CH2:10]1)=[O:25]. Procedure: 3-{2-Amino-5-[4-(3,4-dimethoxybenzoyl)-1-piperazinyl]phenyl}propionic acid (1 g) was dissolved in a mixed solvent consisting of chloroform and methanol, and 1 ml of concentrated hydrochloric acid was added to the solution. The resulting mixture was stirred for 1 hour at room temperature. After distilling off the solvent, the residue was recrystallized from ethanol-chloroform to give 500 mg of 6-[4-(3,4-dimethoxybenzoyl)-1-piperazinyl]-3,4-dihydrocarbostyril, m.p. 238°-239.5° C., colorless granul... Reactants: COC1=C2CC[C@@H](CC2=CC=C1)N(CCC=1SC=CC1)CCC ((S)-5-methoxy-N-propyl-N-(2′-(thien-2-yl-)ethyl)-tetralin-2-amine), B(Br)(Br)Br (boron tribromide), C([O-])(O)=O.[Na+] (sodium bicarbonate). Solvent: C(Cl)Cl (DCM), ClCCl (dichloromethane). Conditions: temperature 0 celsius. Yields the product CCCN(CCC1=CC=CS1)[C@H]2CCC3=C(C=CC=C3O)C2 (rotigotine). Yield: 100.0%. As a reaction SMILES: C[O:2][C:3]1[CH:12]=[CH:11][CH:10]=[C:9]2[C:4]=1[CH2:5][CH2:6][C@H:7]([N:13]([CH2:21][CH2:22][CH3:23])[CH2:14][CH2:15][C:16]1[S:17][CH:18]=[CH:19][CH:20]=1)[CH2:8]2.B(Br)(Br)Br.C(=O)(O)[O-].[Na+]>ClCCl>[CH3:23][CH2:22][CH2:21][N:13]([C@@H:7]1[CH2:8][C:9]2[CH:10]=[CH:11][CH:12]=[C:3]([OH:2])[C:4]=2[CH2:5][CH2:6]1)[CH2:14][CH2:15][C:16]1[S:17][CH:18]=[CH:19][CH:20]=1 |f:2.3|. Procedure: To a three-necked flask, the (S)-5-methoxy-N-propyl-N-(2′-(thien-2-yl-)ethyl)-tetralin-2-amine (20 g, 61 mmol) prepared above in Example 6 and DCM (300 mL) were added at room temperature, and then cooled to about 0° C. Thereafter, a solution of boron tribromide (73.2 mmol) in dichloromethane (concentration: 1 g/3.8 mL) was added dropwise to the reaction liquid. After the addition, the temperature was warmed up to room temperature to react. After the reaction being complete, the mixture was neutr...